From a dataset of the Open Reaction Database (ORD), a public repository of structured organic reaction records. describe an organic reaction: reactants, conditions, products, and yield The reactants are C(C1=CC=CC=C1)OC(=O)NC(C(=O)N[C@H]1C(N(C2=C(CC1)C=CC=C2)CC2=CC=C(C=C2)C2=C(C=CC=C2)CN)=O)(C)C (2-benzyloxycarbonylamino-2-methyl- N-[2,3,4,5-tetrahydro-2-oxo-1-[[2'-(aminomethyl)[1,1'-biphenyl]-4-yl]methyl]-1H-benzazepin-3(R)-yl]propanamide), FC(C(=O)[O-])(F)F (trifluoroacetate), Cl.C(C1=CC=CC=C1)OC(CN)=O (glycine benzyl ester hydrochloride), H47N5O7. As a reaction SMILES: [CH2:1]([O:8][C:9]([NH:11][C:12]([CH3:44])([CH3:43])[C:13]([NH:15][C@@H:16]1[CH2:22][CH2:21][C:20]2[CH:23]=[CH:24][CH:25]=[CH:26][C:19]=2[N:18]([CH2:27][C:28]2[CH:33]=[CH:32][C:31]([C:34]3[CH:39]=[CH:38][CH:37]=[CH:36][C:35]=3[CH2:40][NH2:41])=[CH:30][CH:29]=2)[C:17]1=[O:42])=[O:14])=[O:10])[C:2]1[CH:7]=[CH:6][CH:5]=[CH:4][CH:3]=1.FC(F)(F)[C:47]([O-])=[O:48].Cl.[CH2:53]([O:60][C:61](=[O:64])[CH2:62][NH2:63])[C:54]1[CH:59]=[CH:58][CH:57]=[CH:56][CH:55]=1>>[CH2:1]([O:8][C:9]([NH:11][C:12]([CH3:44])([CH3:43])[C:13]([NH:15][C@@H:16]1[CH2:22][CH2:21][C:20]2[CH:23]=[CH:24][CH:25]=[CH:26][C:19]=2[N:18]([CH2:27][C:28]2[CH:29]=[CH:30][C:31]([C:34]3[CH:39]=[CH:38][CH:37]=[CH:36][C:35]=3[CH2:40][NH:41][C:47]([NH:63][CH2:62][C:61]([O:60][CH2:53][C:54]3[CH:59]=[CH:58][CH:57]=[CH:56][CH:55]=3)=[O:64])=[O:48])=[CH:32][CH:33]=2)[C:17]1=[O:42])=[O:14])=[O:10])[C:2]1[CH:7]=[CH:6][CH:5]=[CH:4][CH:3]=1 |f:2.3|. Procedure: Prepared from 2-benzyloxycarbonylamino-2-methyl- N-[2,3,4,5-tetrahydro-2-oxo-1-[[2'-(aminomethyl)[1,1'-biphenyl]-4-yl]methyl]-1H-benzazepin-3(R)-yl]propanamide, trifluoroacetate (Example 36, Step A) and glycine benzyl ester hydrochloride according to the procedure described in Example 46, Step A. 1H NMR (200 MHz, CD3OD): δ 1.38 (s, 6H), 1.82 (m, 1H), 2.18-2.60 (m, 3H), 3.86 (s, 2H), 4.13 (s, 2H), 4.32 (m, 1H), 4.84 (d, 15 Hz, 1H)i 4.99 (s, 2H), 5.11 (s, 2H), 5.30 (d, 15 Hz, 1H), 7.05-7.41 (m, 22... Product: C(C1=CC=CC=C1)OC(=O)NC(C(=O)N[C@H]1C(N(C2=C(CC1)C=CC=C2)CC2=CC=C(C=C2)C2=C(C=CC=C2)CNC(=O)NCC(=O)OCC2=CC=CC=C2)=O)(C)C (2-Benzyloxycarbonylamino-2-methyl- N-[2,3,4,5-tetrahydro-1-[[2'-[[[[(benzyloxycarbonyl)methylamino]carbonyl]amino]methyl][1,1'-biphenyl]-4-yl]methyl]-2-oxo-1H-benzazepin-3(R)-yl]propanamide).